Dataset: the Open Reaction Database (ORD), a public repository of structured organic reaction records. Task: describe an organic reaction: reactants, conditions, products, and yield Run in CC#N (CH3CN), CCOC(=O)C (EtOAc), O (H2O). As a reaction SMILES: Br[CH2:2][CH2:3][O:4][C:5]1[CH:10]=[CH:9][C:8]([Cl:11])=[CH:7][CH:6]=1.C([O-])([O-])=O.[K+].[K+].[C:18]([O:22][C:23](=[O:48])[CH2:24][N:25]1[C:29]2[CH:30]=[CH:31][C:32]([NH:34][S:35]([C:38]3[CH:43]=[CH:42][C:41]([F:44])=[CH:40][CH:39]=3)(=[O:37])=[O:36])=[CH:33][C:28]=2[N:27]=[C:26]1[CH2:45][CH2:46][CH3:47])([CH3:21])([CH3:20])[CH3:19]>CC#N.CCOC(C)=O.O>[C:18]([O:22][C:23](=[O:48])[CH2:24][N:25]1[C:29]2[CH:30]=[CH:31][C:32]([N:34]([CH2:2][CH2:3][O:4][C:5]3[CH:10]=[CH:9][C:8]([Cl:11])=[CH:7][CH:6]=3)[S:35]([C:38]3[CH:39]=[CH:40][C:41]([F:44])=[CH:42][CH:43]=3)(=[O:36])=[O:37])=[CH:33][C:28]=2[N:27]=[C:26]1[CH2:45][CH2:46][CH3:47])([CH3:21])([CH3:20])[CH3:19] |f:1.2.3|. Procedure details: 4-Chlorophenyl 2-bromoethyl ether (0.27 mmol) and K2CO3 (63 mg, 0.45 mmol) were added to a solution of [5-(4-fluoro-benzenesulfonylamino)-2-propyl-benzoimidazol-1-yl]-acetic acid tert-butyl ester (40 mg, 0.09 mmol) in CH3CN (1 mL), and stirred overnight at 80° C. The reaction mixture was diluted with EtOAc and H2O, and then filtered through an Extrelut column. The column was washed with EtOAc, and the filtrate was concentrated. The crude product was carried onto the next reaction without any fur... Yields the product C(C)(C)(C)OC(CN1C(=NC2=C1C=CC(=C2)N(S(=O)(=O)C2=CC=C(C=C2)F)CCOC2=CC=C(C=C2)Cl)CCC)=O ({5-[[2-(4-Chloro-phenoxy)-ethyl]-(4-fluoro-benzenesulfonyl)-amino]-2-propyl-benzoimidazol-1-yl}-acetic acid tert-butyl ester). The reactants are BrCCOC1=CC=C(C=C1)Cl (4-Chlorophenyl 2-bromoethyl ether), C(=O)([O-])[O-].[K+].[K+] (K2CO3), C(C)(C)(C)OC(CN1C(=NC2=C1C=CC(=C2)NS(=O)(=O)C2=CC=C(C=C2)F)CCC)=O ([5-(4-fluoro-benzenesulfonylamino)-2-propyl-benzoimidazol-1-yl]-acetic acid tert-butyl ester). Conditions: temperature 80 celsius, time 8 hour. Reactants: CC(C=O)(C)N1C=NC(=C1)NC(C(CCC)NC(CC1=CC(=CC(=C1)F)F)=O)=O (2-[2-(3,5-Difluoro-phenyl)-acetylamino]-pentanoic acid [1-(1,1-dimethyl-2-oxo-ethyl)-1H-imidazol-4-yl]-amide), CC(CN)(C)C (2,2-dimethyl-propylamine). Yields the product CC(CNCC(C)(C)N1C=NC(=C1)NC(C(CCC)NC(CC1=CC(=CC(=C1)F)F)=O)=O)(C)C (2-[2-(3,5-Difluoro-phenyl)-acetylamino]-pentanoic acid {1-[2-(2,2-dimethyl-propylamino)-1,1-dimethyl-ethyl]-1H-imidazol-4-yl}-amide). As a reaction SMILES: [CH3:1][C:2]([N:6]1[CH:10]=[C:9]([NH:11][C:12](=[O:29])[CH:13]([NH:17][C:18](=[O:28])[CH2:19][C:20]2[CH:25]=[C:24]([F:26])[CH:23]=[C:22]([F:27])[CH:21]=2)[CH2:14][CH2:15][CH3:16])[N:8]=[CH:7]1)([CH3:5])[CH:3]=O.[CH3:30][C:31]([CH3:35])([CH3:34])[CH2:32][NH2:33]>>[CH3:30][C:31]([CH3:35])([CH3:34])[CH2:32][NH:33][CH2:3][C:2]([N:6]1[CH:10]=[C:9]([NH:11][C:12](=[O:29])[CH:13]([NH:17][C:18](=[O:28])[CH2:19][C:20]2[CH:25]=[C:24]([F:26])[CH:23]=[C:22]([F:27])[CH:21]=2)[CH2:14][CH2:15][CH3:16])[N:8]=[CH:7]1)([CH3:1])[CH3:5]. Procedure details: 2-[2-(3,5-Difluoro-phenyl)-acetylamino]-pentanoic acid [1-(1,1-dimethyl-2-oxo-ethyl)-1H-imidazol-4-yl]-amide was reacted with 2,2-dimethyl-propylamine to afford the title compound: C13 NMR (100 MHz, CDCl3) 14.0, 18.9, 26.3, 26.4, 27.8, 32.1, 35.9, 43.1, 53.2, 59.3, 61.2, 63.0, 102.6, 102.8, 103.1, 105.2, 112.3, 112.6, 131.7, 137.6, 138.8, 162.0, 164.4, 164.5, 169.2, 169.3; MS m/z 478.2 (M+1). Reactants: ClC1=C(CNN)C=CC(=C1)F (2-chloro-4-fluorobenzylhydrazine), C(C)OC(C=C(OCC)N)=O (β-amino-β-ethoxyacrylic acid ethyl ester), C1(=CC=C(C=C1)S(=O)(=O)O)C (p-toluenesulphonic acid). The solvent is C(C)O (ethanol). Run at time 8 hour. Yields the product NC=1NN(C(C1)=O)CC1=C(C=C(C=C1)F)Cl (3-Amino-1-(2-chloro-4-fluorobenzyl)-pyrazol-5-one). As a reaction SMILES: [Cl:1][C:2]1[CH:10]=[C:9]([F:11])[CH:8]=[CH:7][C:3]=1[CH2:4][NH:5][NH2:6].C([O:14][C:15](=O)[CH:16]=[C:17]([NH2:21])OCC)C.C1(C)C=CC(S(O)(=O)=O)=CC=1>C(O)C>[NH2:21][C:17]1[NH:6][N:5]([CH2:4][C:3]2[CH:7]=[CH:8][C:9]([F:11])=[CH:10][C:2]=2[Cl:1])[C:15](=[O:14])[CH:16]=1. Reported procedure: 53.8 g of 2-chloro-4-fluorobenzylhydrazine were added dropwise, under nitrogen, to a solution of 49.2 g of β-amino-β-ethoxyacrylic acid ethyl ester and 1 g of p-toluenesulphonic acid in 250 ml of ethanol, in the course of which the temperature rose from 22° to 32° C. After standing overnight, the compound identified above, which had separated out as a precipitate, was filtered off and recrystallised from ethanol. Melting point: 192°, 25 g (34%). The reactants are C1(=CC=CC=C1)CCC12OC(C(CC1)CC2)=O (1-(2-phenyl-ethyl)-2-oxabicyclo[2.2.2]octan-3-one), CCO (EtOH), Cl (HCl). The solvent is O (water). The product is C1(=CC=CC=C1)CCC1=CCC(CC1)C(=O)OCC (ethyl 4-(2-phenylethyl)-cyclohex-3-enecarboxylate). As a reaction SMILES: [C:1]1([CH2:7][CH2:8][C:9]23[CH2:16][CH2:15][CH:12]([CH2:13][CH2:14]2)[C:11](=[O:17])[O:10]3)[CH:6]=[CH:5][CH:4]=[CH:3][CH:2]=1.Cl.[CH3:19][CH2:20]O>O>[C:1]1([CH2:7][CH2:8][C:9]2[CH2:16][CH2:15][CH:12]([C:11]([O:10][CH2:19][CH3:20])=[O:17])[CH2:13][CH:14]=2)[CH:6]=[CH:5][CH:4]=[CH:3][CH:2]=1. Procedure: Slowly add 2-phenylethyl bromide (2.6 g) to a slurry of Mg (0.37 g) in THF (50 mL) and heat at reflux for 4 h. Cool the solution to ambient temperature and add to a solution of ethyl 4-oxo-cyclo-hexanecarboxylate (2.4 g) in THF (50 mL). After 2 h, pour the reaction mixture into a half-saturated solution of NH4Cl and extract with EtOAc. Partially purify the product on a silica gel column, eluting with EtOAc. Dissolve the product in toluene (100 mL), treat with p-TsOH and heat at reflux overnight ... The reactants are FC=1C=NC=C(C1CO)F (3,5-difluoropyridine-4-methanol), ClC1=C(CN2C(N(S(C3=C2C=CC=C3)(=O)=O)C3=CC(=C(C=C3)OC)OC)=O)C(=CC(=C1)OC)F (4-(2-Chloro-6-fluoro-4-methoxybenzyl)-2-(3,4-dimethoxyphenyl)-2H-1,2,4-benzothiadiazin-3(4H)-one 1,1-dioxide). The product is FC=1C=NC=C(C1CN1C(N(S(C2=C1C=CC=C2)(=O)=O)C2=CC(=C(C=C2)OC)OC)=O)F (4-[(3,5-Difluoropyridin-4-yl)methyl]-2-(3,4-di methoxyphenyl)-2H-1,2,4-benzothiadiazin-3(4H)-one 1,1-dioxide). As a reaction SMILES: [F:1][C:2]1[CH:3]=[N:4][CH:5]=[C:6]([F:10])[C:7]=1[CH2:8]O.ClC1C=C(OC)C=C(F)C=1C[N:15]1[C:20]2[CH:21]=[CH:22][CH:23]=[CH:24][C:19]=2[S:18](=[O:26])(=[O:25])[N:17]([C:27]2[CH:32]=[CH:31][C:30]([O:33][CH3:34])=[C:29]([O:35][CH3:36])[CH:28]=2)[C:16]1=[O:37]>>[F:1][C:2]1[CH:3]=[N:4][CH:5]=[C:6]([F:10])[C:7]=1[CH2:8][N:15]1[C:20]2[CH:21]=[CH:22][CH:23]=[CH:24][C:19]=2[S:18](=[O:26])(=[O:25])[N:17]([C:27]2[CH:32]=[CH:31][C:30]([O:33][CH3:34])=[C:29]([O:35][CH3:36])[CH:28]=2)[C:16]1=[O:37]. Reported procedure: The title compound (47 mg, 0.10 mmol) was prepared from (IntA1) (167 mg, 0.50 mmol) and 3,5-difluoropyridine-4-methanol (109 mg, 0.75 mmol) using the methods of (113). Reactants: [BH4-].[Li+] (Lithium borohydride), C(C)(C)(C)OC(=O)N(C1=C(C=C(C(=O)OC)C=C1)[N+](=O)[O-])C1=NC=NC(=C1)N(C)C(=O)OC(C)(C)C (methyl 4-((tert-butoxycarbonyl)(6-((tert-butoxycarbonyl)(methyl)amino)pyrimidin-4-yl)amino)-3-nitrobenzoate). The solvent is C1CCOC1 (THF). Reaction conditions: time 12 hour. Product: C(C)(C)(C)OC(=O)N(C1=CC(=NC=N1)N(C(OC(C)(C)C)=O)C)C1=C(C=C(C=C1)CO)[N+](=O)[O-] (tert-butyl (6-((tert-butoxycarbonyl) (4-(hydroxymethyl)-2-nitrophenyl)amino)pyrimidin-4-yl)(methyl)carbamate). As a reaction SMILES: [BH4-].[Li+].[C:3]([O:7][C:8]([N:10]([C:24]1[CH:29]=[C:28]([N:30]([C:32]([O:34][C:35]([CH3:38])([CH3:37])[CH3:36])=[O:33])[CH3:31])[N:27]=[CH:26][N:25]=1)[C:11]1[CH:20]=[CH:19][C:14]([C:15](OC)=[O:16])=[CH:13][C:12]=1[N+:21]([O-:23])=[O:22])=[O:9])([CH3:6])([CH3:5])[CH3:4]>C1COCC1>[C:3]([O:7][C:8]([N:10]([C:11]1[CH:20]=[CH:19][C:14]([CH2:15][OH:16])=[CH:13][C:12]=1[N+:21]([O-:23])=[O:22])[C:24]1[N:25]=[CH:26][N:27]=[C:28]([N:30]([CH3:31])[C:32](=[O:33])[O:34][C:35]([CH3:37])([CH3:38])[CH3:36])[CH:29]=1)=[O:9])([CH3:4])([CH3:5])[CH3:6] |f:0.1|. Procedure: Lithium borohydride (0.157 g, 7.14 mmol) was added to a solution of methyl 4-((tert-butoxycarbonyl)(6-((tert-butoxycarbonyl)(methyl)amino)pyrimidin-4-yl)amino)-3-nitrobenzoate (1.8 g, 3.57 mmol) in THF (20 mL) under an argon atmosphere at 0° C. The resulting mixture was then allowed to warm to rt and stirred for 12 h. The reaction mixture was then quenched with ice-water and diluted with ethyl acetate. The aqueous layer was separated and extracted with ethyl acetate (3×40 mL). The organic phase ... Reactants: Cn1cc(C2=C(c3c4n(c5ccccc35)CCC(COS(C)(=O)=O)C4)C(=O)NC2=O)c2ccccc21, CN(C)C=O, N, O. Yields the product Cn1cc(C2=C(c3c4n(c5ccccc35)CCC(CNC=O)C4)C(=O)NC2=O)c2ccccc21. RXN SMILES: [CH3:1][S:2]([O:3][CH2:6][CH:7]1[CH2:8][c:9]2[n:10]([c:11]3[cH:12][cH:13][cH:14][cH:15][c:16]3[c:17]2[C:18]2=[C:22]([c:23]3[cH:24][n:25]([CH3:32])[c:26]4[cH:27][cH:28][cH:29][cH:30][c:31]34)[C:21](=[O:33])[NH:20][C:19]2=[O:34])[CH2:35][CH2:36]1)(=[O:4])=[O:5].[CH3:38][N:39]([CH:40]=[O:41])[CH3:42].[NH3:43].[OH2:37]>>[CH2:6]([CH:7]1[CH2:8][c:9]2[n:10]([c:11]3[cH:12][cH:13][cH:14][cH:15][c:16]3[c:17]2[C:18]2=[C:22]([c:23]3[cH:24][n:25]([CH3:32])[c:26]4[cH:27][cH:28][cH:29][cH:30][c:31]34)[C:21](=[O:33])[NH:20][C:19]2=[O:34])[CH2:35][CH2:36]1)[NH:39][CH:40]=[O:41]. The reactants are ice water, C(=O)([O-])[O-].[K+].[K+] (K2CO3), ClCCCCCCCCO (8-chlorooctan-1-ol), OC1=CC=C(C=C1)C1=NC=C(C=N1)CCCCCCCC (2-(4-hydroxyphenyl)-5-octylpyrimidine). Run in CN(C)C=O (DMF). Conditions: temperature 100 celsius. The product is C(CCCCCCC)C=1C=NC(=NC1)C1=CC=C(OCCCCCCCCO)C=C1 (8-[4-(5-Octylpyrimidin-2-yl)phenoxy]octan-1-ol). RXN SMILES: [OH:1][C:2]1[CH:7]=[CH:6][C:5]([C:8]2[N:13]=[CH:12][C:11]([CH2:14][CH2:15][CH2:16][CH2:17][CH2:18][CH2:19][CH2:20][CH3:21])=[CH:10][N:9]=2)=[CH:4][CH:3]=1.C([O-])([O-])=O.[K+].[K+].Cl[CH2:29][CH2:30][CH2:31][CH2:32][CH2:33][CH2:34][CH2:35][CH2:36][OH:37]>CN(C=O)C>[CH2:14]([C:11]1[CH:12]=[N:13][C:8]([C:5]2[CH:4]=[CH:3][C:2]([O:1][CH2:29][CH2:30][CH2:31][CH2:32][CH2:33][CH2:34][CH2:35][CH2:36][OH:37])=[CH:7][CH:6]=2)=[N:9][CH:10]=1)[CH2:15][CH2:16][CH2:17][CH2:18][CH2:19][CH2:20][CH3:21] |f:1.2.3|. Reported procedure: 42.0 g (0.14 mol) of 2-(4-hydroxyphenyl)-5-octylpyrimidine are dissolved in 400 ml of DMF, and 38.7 g (0.28 mol) of K2CO3 and 36.0 g (0.21 mol) of 8-chlorooctan-1-ol are added. The mixture is subsequently heated at 100° C. with monitoring by TLC until the reaction is complete. The mixture is poured into 3 l of ice water, and the precipitated product is filtered off with suction, washed with water, dried under reduced pressure and recrystallized from cyclohexane.